From a dataset of the Open Reaction Database (ORD), a public repository of structured organic reaction records. describe an organic reaction: reactants, conditions, products, and yield Starting materials: C(=O)([O-])[O-].[K+].[K+] (K2CO3), OCC1CC2=C(N(C=3C=CC(=CC23)O)C)C1 (1,2,3,4-tetrahydro-2-hydroxymethyl-4-methylcyclopent[b]indol-7-ol), CN=C=O (methylisocyanate). The solvent is O1CCCC1 (tetrahydrofuran), O1CCCC1 (tetrahydrofuran). Reaction conditions: time 2 hour. Product: CNC(OC1=CC=2C3=C(N(C2C=C1)C)CC(C3)CO)=O (1,2,3,4-Tetrahydro-2-hydroxymethyl-4-methylcyclopent[b]indol-7-yl methylcarbamate). Reaction SMILES: [OH:1][CH2:2][CH:3]1[CH2:16][C:6]2[N:7]([CH3:15])[C:8]3[CH:9]=[CH:10][C:11]([OH:14])=[CH:12][C:13]=3[C:5]=2[CH2:4]1.C([O-])([O-])=O.[K+].[K+].[CH3:23][N:24]=[C:25]=[O:26]>O1CCCC1>[CH3:23][NH:24][C:25](=[O:26])[O:14][C:11]1[CH:10]=[CH:9][C:8]2[N:7]([CH3:15])[C:6]3[CH2:16][CH:3]([CH2:2][OH:1])[CH2:4][C:5]=3[C:13]=2[CH:12]=1 |f:1.2.3|. Reported procedure: To a solution of 1,2,3,4-tetrahydro-2-hydroxymethyl-4-methylcyclopent[b]indol-7-ol (1.7 g, 0.008 mole) in 50 ml of tetrahydrofuran was added milled K2CO3 (2.0 g, 0.015 mole), followed by a solution of methylisocyanate (0.5 ml, 0.008 mole) in 5 ml of tetrahydrofuran. After stirring at ambient temperature for two hours, the mixture was filtered and the filtrate concentrated to a yellow solid. This material was eluted on a silica gel column with ethyl acetate/dichloromethane (1:2) via HPLC. The des... The reactants are ClC(Cl)Cl, [Cl-], C[N+](C)=CCl, Cc1cc(O)nc(NC(C)c2ccccc2)n1. Product: Cc1cc(Cl)nc(NC(C)c2ccccc2)n1. RXN SMILES: [CH:24]([Cl:25])([Cl:26])[Cl:27].[Cl-:18].[Cl:19][CH:20]=[N+:21]([CH3:22])[CH3:23].[c:1]1([CH:7]([CH3:8])[NH:9][c:10]2[n:11][c:12]([CH3:17])[cH:13][c:14]([OH:16])[n:15]2)[cH:2][cH:3][cH:4][cH:5][cH:6]1>>[c:1]1([CH:7]([CH3:8])[NH:9][c:10]2[n:11][c:12]([CH3:17])[cH:13][c:14]([Cl:19])[n:15]2)[cH:2][cH:3][cH:4][cH:5][cH:6]1. Starting materials: O=C([O-])[O-], CS(=O)(=O)c1ccc(OCCBr)cc1, CC#N, N#Cc1ccc2[nH]c(C(F)F)cc2c1Cl, [Cs+], [Cs+]. Product: CS(=O)(=O)c1ccc(OCCn2c(C(F)F)cc3c(Cl)c(C#N)ccc32)cc1. As a reaction SMILES: [C:16](=[O:17])([O-:18])[O-:19].[CH3:22][S:23](=[O:24])(=[O:25])[c:26]1[cH:27][cH:28][c:29]([O:32][CH2:33][CH2:34][Br:35])[cH:30][cH:31]1.[CH3:36][C:37]#[N:38].[Cl:1][c:2]1[c:3]2[cH:4][c:5]([CH:13]([F:14])[F:15])[nH:6][c:7]2[cH:8][cH:9][c:10]1[C:11]#[N:12].[Cs+:20].[Cs+:21]>>[Cl:1][c:2]1[c:3]2[cH:4][c:5]([CH:13]([F:14])[F:15])[n:6]([CH2:34][CH2:33][O:32][c:29]3[cH:28][cH:27][c:26]([S:23]([CH3:22])(=[O:24])=[O:25])[cH:31][cH:30]3)[c:7]2[cH:8][cH:9][c:10]1[C:11]#[N:12]. The yield is 83.7%. Reaction SMILES: [CH3:1][C:2]1[CH:7]=[CH:6][C:5]([CH:8]=[CH:9][C:10]([OH:12])=[O:11])=[CH:4][CH:3]=1.[CH3:13]I.O>C1COCC1>[CH3:1][C:2]1[CH:3]=[CH:4][C:5]([CH:8]=[CH:9][C:10]([O:12][CH3:13])=[O:11])=[CH:6][CH:7]=1. Product: CC1=CC=C(C=C1)C=CC(=O)OC (methyl 3-(4-methylphenyl)-2-propenoate). Starting materials: CC1=CC=C(C=C1)C=CC(=O)O (3-(4-methylphenyl)-2-propenoic acid), 1,4-diazabicyclo[5.4.0]-7-undecene, CI (methyl iodide), O (water). Reaction conditions: time 24 hour. Procedure: To a solution of 3-(4-methylphenyl)-2-propenoic acid (10.0 g, 61.7 mmol) in THF (100 ml) were added 1,4-diazabicyclo[5.4.0]-7-undecene (11.0 mL, 73.6 mmol) and methyl iodide (4.3 mL, 69.1 mmol) under ice cooling and the mixture was stirred at room temperature for 24 hours. The resulting mixture was poured into water and extracted with ethyl acetate. The organic layer was washed with aqueous sodium sulfite, saturated aqueous sodium bicarbonate, water and saturated aqueous sodium chloride, and dri... Run in C1CCOC1 (THF). The reactants are O1C(COC2=C1C=CC=C2)CN2CC(CCC2)(C)COC (1-(2,3-dihydrobenzo[1,4]dioxin-2-ylmethyl)-3-methoxymethyl-3-methylpiperidine), C(C=C)Br (allyl bromide). Product: C(C=C)OCC1(CN(CCC1)CC1COC2=C(O1)C=CC=C2)C (3-Allyloxymethyl-1-(2,3-dihydrobenzo[1,4]dioxin-2-ylmethyl)-3-methyl-piperidine). As a reaction SMILES: [O:1]1[C:6]2[CH:7]=[CH:8][CH:9]=[CH:10][C:5]=2[O:4][CH2:3][CH:2]1[CH2:11][N:12]1[CH2:17][CH2:16][CH2:15][C:14]([CH2:19][O:20][CH3:21])([CH3:18])[CH2:13]1.[CH2:22](Br)[CH:23]=C>>[CH2:21]([O:20][CH2:19][C:14]1([CH3:18])[CH2:15][CH2:16][CH2:17][N:12]([CH2:11][CH:2]2[O:1][C:6]3[CH:7]=[CH:8][CH:9]=[CH:10][C:5]=3[O:4][CH2:3]2)[CH2:13]1)[CH:22]=[CH2:23]. Procedure: The procedure described above for 1-(2,3-dihydrobenzo[1,4]dioxin-2-ylmethyl)-3-methoxymethyl-3-methylpiperidine was repeated except that allyl bromide was used instead of methyl iodide. The reactants are CC(C)CC(O)c1ccccc1, C1COCCO1, O=c1cc(O)c2ccccc2o1. The product is CC(C)CC(c1ccccc1)c1c(O)c2ccccc2oc1=O. Reaction SMILES: [CH3:13][CH:14]([CH2:15][CH:16]([OH:17])[c:18]1[cH:19][cH:20][cH:21][cH:22][cH:23]1)[CH3:24].[O:25]1[CH2:26][CH2:27][O:28][CH2:29][CH2:30]1.[OH:1][c:2]1[cH:3][c:4](=[O:12])[o:5][c:6]2[cH:7][cH:8][cH:9][cH:10][c:11]12>>[OH:1][c:2]1[c:3]([CH:16]([CH2:15][CH:14]([CH3:13])[CH3:24])[c:18]2[cH:19][cH:20][cH:21][cH:22][cH:23]2)[c:4](=[O:12])[o:5][c:6]2[cH:7][cH:8][cH:9][cH:10][c:11]12.